This data is from the Open Reaction Database (ORD), a public repository of structured organic reaction records. The task is: describe an organic reaction: reactants, conditions, products, and yield The reactants are C1(CCCCC1)P(C1=C(C=CC=C1)C1=C(C=CC=C1OC)OC)C1CCCCC1 (2-dicyclohexylphosphino-2′,6′-dimethoxy-1,1′-biphenyl), ClC1=NN2C(C=CC=C2)=C1C (2-chloro-3-methylpyrazolo[1,5-a]pyridine), FC=1C=C(C=NC1)B(O)O ((5-fluoropyridin-3-yl)boronic acid), [O-]P(=O)([O-])[O-].[K+].[K+].[K+] (potassium phosphate tribasic). The reagents and catalysts are C(C)(=O)[O-].[Pd+2].C(C)(=O)[O-] (palladium acetate). The solvent is O1CCCC1 (tetrahydrofuran). Conditions: temperature 100 celsius. Product: FC=1C=C(C=NC1)C1=NN2C(C=CC=C2)=C1C (2-(5-fluoropyridin-3-yl)-3-methylpyrazolo[1,5-a]pyridine). RXN SMILES: Cl[C:2]1[C:10]([CH3:11])=[C:5]2[CH:6]=[CH:7][CH:8]=[CH:9][N:4]2[N:3]=1.[F:12][C:13]1[CH:14]=[C:15](B(O)O)[CH:16]=[N:17][CH:18]=1.[O-]P([O-])([O-])=O.[K+].[K+].[K+].C1(P(C2CCCCC2)C2C=CC=CC=2C2C(OC)=CC=CC=2OC)CCCCC1>O1CCCC1.C([O-])(=O)C.[Pd+2].C([O-])(=O)C>[F:12][C:13]1[CH:14]=[C:15]([C:2]2[C:10]([CH3:11])=[C:5]3[CH:6]=[CH:7][CH:8]=[CH:9][N:4]3[N:3]=2)[CH:16]=[N:17][CH:18]=1 |f:2.3.4.5,8.9.10|. Procedure: A solution 2-chloro-3-methylpyrazolo[1,5-a]pyridine (38-1; 0.15 g, 0.9 mmol), (5-fluoropyridin-3-yl)boronic acid (0.15 g, 1.05 mmol), and potassium phosphate tribasic (0.574 g, 2.7 mmol) in tetrahydrofuran (10 mL) was degassed for 10 min. Then 2-dicyclohexylphosphino-2′,6′-dimethoxy-1,1′-biphenyl (0.074 g, 0.18 mmol) and palladium acetate (0.02 g, 0.09 mmol) were added and heated in a sealed tube at 100° C. for 18 h. The reaction mixture was then cooled to room temperature, filtered and concentr... Reactants: NC(=S)N (Thiourea), NC(=S)N.C=O (thiourea formaldehyde), C=O (formaldehyde), C(CCCCCCCCCCCCCCCCC)N (Octadecylamine). Solvent: O1CCOCC1 (dioxane), O1CCOCC1 (dioxane). Product: CC(CCCCCCCCCCCCCCCC)N1C=NC(NC1)=S (5-(2-octadecyl)-1,3,5-triazine-2(1H)thione). Reaction SMILES: [NH2:1][C:2]([NH2:4])=[S:3].[CH2:5]=O.[CH2:7](N)[CH2:8][CH2:9][CH2:10][CH2:11][CH2:12][CH2:13][CH2:14][CH2:15][CH2:16][CH2:17][CH2:18][CH2:19][CH2:20][CH2:21][CH2:22][CH2:23][CH3:24].N[C:27]([NH2:29])=S.C=O>O1CCOCC1>[CH3:7][CH:8]([N:29]1[CH2:27][NH:4][C:2](=[S:3])[N:1]=[CH:5]1)[CH2:9][CH2:10][CH2:11][CH2:12][CH2:13][CH2:14][CH2:15][CH2:16][CH2:17][CH2:18][CH2:19][CH2:20][CH2:21][CH2:22][CH2:23][CH3:24] |f:3.4|. Procedure: Thiourea (0.5 mole), formaldehyde (1 mole of 37% aqueous solution) and 200 ml. dioxane were placed in a 1 l. round bottom flask equipped with a stirrer. Octadecylamine (0.5 mole) was dissolved in 500 ml. dioxane and added to the thiourea/formaldehyde solution. The mixture was warmed slowly until it formed a waxy mass. It was cooled, filtered and extracted with methanol to afford the title compound as a white, fluffy material. Starting materials: CC(C)N, CC(C(=O)O)c1ccc(C(=O)Nc2cccc(Cl)c2Cl)cc1, C1CCOC1, O. The product is CC(C)NC(=O)C(C)c1ccc(C(=O)Nc2cccc(Cl)c2Cl)cc1. RXN SMILES: [CH3:24][CH:25]([CH3:26])[NH2:27].[Cl:1][c:2]1[c:3]([NH:9][C:10](=[O:11])[c:12]2[cH:13][cH:14][c:15]([CH:18]([C:19](=[O:20])[OH:21])[CH3:22])[cH:16][cH:17]2)[cH:4][cH:5][cH:6][c:7]1[Cl:8].[O:28]1[CH2:29][CH2:30][CH2:31][CH2:32]1.[OH2:23]>>[Cl:1][c:2]1[c:3]([NH:9][C:10](=[O:11])[c:12]2[cH:13][cH:14][c:15]([CH:18]([C:19](=[O:21])[NH:27][CH:25]([CH3:24])[CH3:26])[CH3:22])[cH:16][cH:17]2)[cH:4][cH:5][cH:6][c:7]1[Cl:8]. Reactants: [H-].[Al+3].[Li+].[H-].[H-].[H-] (lithium aluminium hydride), [H-].[Al+3].[Li+].[H-].[H-].[H-] (lithium aluminium hydride), C1(=CC=CC=C1)C(N1C(CC1)C(=O)OC)C1=CC=CC=C1 (1-diphenylmethyl-2-methoxycarbonylazetidine), Heterocyclic, C(C)(=O)OCC (ethyl acetate). Solvent: CCOCC (ether), CCOCC (ether). Run at time 15 minute. The product is C1(=CC=CC=C1)C(N1C(CC1)CO)C1=CC=CC=C1 (1-diphenylmethyl-2-hydroxymethylazetidine). Isolated yield 88.3%. Reaction SMILES: [H-].[Al+3].[Li+].[H-].[H-].[H-].[C:7]1([CH:13]([C:22]2[CH:27]=[CH:26][CH:25]=[CH:24][CH:23]=2)[N:14]2[CH2:17][CH2:16][CH:15]2[C:18](OC)=[O:19])[CH:12]=[CH:11][CH:10]=[CH:9][CH:8]=1.C(OCC)(=O)C>CCOCC>[C:7]1([CH:13]([C:22]2[CH:27]=[CH:26][CH:25]=[CH:24][CH:23]=2)[N:14]2[CH2:17][CH2:16][CH:15]2[CH2:18][OH:19])[CH:8]=[CH:9][CH:10]=[CH:11][CH:12]=1 |f:0.1.2.3.4.5|. Procedure: To a suspension of 0.57 g of lithium aluminium hydride in 30 ml of dry ether is dropwise added a solution of 6 g (0.021 mole) of 1-diphenylmethyl-2-methoxycarbonylazetidine [prepared in the manner described in J. Heterocyclic Chem., 6, 435 (1969) by R. M. Rodebaugh and N. H. Cromwell] in 30 ml of dry ether in a period of 15 minutes, and the mixture is stirred at room temperature for 15 minutes. The excess amount of lithium aluminium hydride is decomposed with ethyl acetate. The insoluble materia... Starting materials: [H-].[Na+] (sodium hydride), [OH-].[Na+] (sodium hydroxide), ClC1=CC=C(C(=O)N2CC(NC3=C(C2)C=CC=C3)=O)C=C1 (4-(4-chlorobenzoyl)-1,3,4,5-tetrahydrobenzo[e][1,4]diazepin-2-on), BrCC1=CC=C(C(=O)OC)C=C1 (methyl 4-bromomethylbenzoate). The solvent is C(C)O (ethanol), C1CCOC1 (THF), C(C)(=O)OCC (ethyl acetate), CN(C)C=O (DMF), C(C)(=O)OCC (ethyl acetate). Run at time 30 minute. Yields the product C(=O)(O)C1=CC=C(CN2C(CN(CC3=C2C=CC=C3)C(C3=CC=C(C=C3)Cl)=O)=O)C=C1 (1-(4-carboxybenzyl)-4-(4-chlorobenzoyl)-1,3,4,5-tetrahydrobenzo[e][1,4]diazepin-2-on). As a reaction SMILES: [Cl:1][C:2]1[CH:21]=[CH:20][C:5]([C:6]([N:8]2[CH2:14][C:13]3[CH:15]=[CH:16][CH:17]=[CH:18][C:12]=3[NH:11][C:10](=[O:19])[CH2:9]2)=[O:7])=[CH:4][CH:3]=1.[H-].[Na+].Br[CH2:25][C:26]1[CH:35]=[CH:34][C:29]([C:30]([O:32]C)=[O:31])=[CH:28][CH:27]=1.[OH-].[Na+]>CN(C=O)C.C(OCC)(=O)C.C(O)C.C1COCC1>[C:30]([C:29]1[CH:34]=[CH:35][C:26]([CH2:25][N:11]2[C:12]3[CH:18]=[CH:17][CH:16]=[CH:15][C:13]=3[CH2:14][N:8]([C:6](=[O:7])[C:5]3[CH:20]=[CH:21][C:2]([Cl:1])=[CH:3][CH:4]=3)[CH2:9][C:10]2=[O:19])=[CH:27][CH:28]=1)([OH:32])=[O:31] |f:1.2,4.5|. Reported procedure: 300 mg (1.0 mmol) of 4-(4-chlorobenzoyl)-1,3,4,5-tetrahydrobenzo[e][1,4]diazepin-2-on was dissolved in 10 ml of DMF. 48 mg (1.2 mmol) of sodium hydride was added to the obtained solution, and they were stirred at room temperature for 30 minutes. 300 mg (1.3 mmol) of methyl 4-bromomethylbenzoate was added to the obtained mixture, and they were stirred at 60° C. overnight. After the treatment with ethyl acetate as the extracting solvent, the obtained crude product was stirred together with 2 ml of...